describe an organic reaction: reactants, conditions, products, and yield From a dataset of the Open Reaction Database (ORD), a public repository of structured organic reaction records. Starting materials: solution, [H-].C(C(C)C)[Al+]CC(C)C (diisobutylaluminum hydride), COC=1C=C(C=C(C1)OC)CC(=O)O (3,5-dimethoxyphenylacetic acid), O (water), methyl ester, S(=O)(=O)([O-])[O-].[Na+].[Na+] (sodium sulfate). The solvent is C1(=CC=CC=C1)C (toluene), C1(=CC=CC=C1)C (toluene). Conditions: temperature -40 celsius, time 40 minute. Product: COC=1C=C(CCO)C=C(C1)OC (3,5-Dimethoxyphenethyl Alcohol). Reaction SMILES: [H-].C([Al+]CC(C)C)C(C)C.[CH3:11][O:12][C:13]1[CH:14]=[C:15]([CH2:21][C:22](O)=[O:23])[CH:16]=[C:17]([O:19][CH3:20])[CH:18]=1.O.S([O-])([O-])(=O)=O.[Na+].[Na+]>C1(C)C=CC=CC=1>[CH3:20][O:19][C:17]1[CH:16]=[C:15]([CH:14]=[C:13]([O:12][CH3:11])[CH:18]=1)[CH2:21][CH2:22][OH:23] |f:0.1,4.5.6|. Reported procedure: Within 40 minutes, 1.12 liters of a 20% solution of diisobutylaluminum hydride in toluene is added dropwise to a solution, cooled to -40° C., of 132.3 g. of the methyl ester of 3,5-dimethoxyphenylacetic acid in 1.3 l. of absolute toluene, the temperature rising to -10° C. during this step. After another 20 minutes at -10° C., 151 ml. of water is carefully added dropwise so that the temperature does not exceed +10° C. 200 g. of sodium sulfate is then added to the reaction mixture, and the latter ... Starting materials: C(C)(C)(C)N (Tert-butylamine), [Si](C)(C)(C(C)(C)C)O[C@@H]([C@@H]1N([C@@H](CC1)CC1=CC=C(C=C1)C(=O)OC)C(=O)OC(C)(C)C)C=1C=[N+](C=CC1)[O-] (tert-butyl (2R,5S)-2-[(R)-{[tert-butyl(dimethyl)silyl]oxy}(1-oxidopyridin-3-yl)methyl]-5-[4-(methoxycarbonyl)benzyl]pyrrolidine-1-carboxylate), C1(=CC=C(C=C1)S(=O)(=O)OS(=O)(=O)C1=CC=C(C=C1)C)C (p-toluenesulfonic anhydride). The solvent is CCOC(=O)C (EtOAc), FC(C1=CC=CC=C1)(F)F (trifluorotoluene). Conditions: time 1 hour. The product is C(C)(C)(C)NC1=CC=C(C=N1)[C@H]([C@@H]1N([C@@H](CC1)CC1=CC=C(C=C1)C(=O)OC)C(=O)OC(C)(C)C)O[Si](C)(C)C(C)(C)C (tert-butyl (2R,5S)-2-[(R)-[6-(tert-butylamino)pyridin-3-yl]{[tert-butyl(dimethyl)silyl]oxy}methyl]-5-[4-(methoxycarbonyl)benzyl]pyrrolidine-1-carboxylate). Yield: 88.3%. Reaction SMILES: [Si:1]([O:8][C@H:9]([C:33]1[CH:34]=[N+:35]([O-])[CH:36]=[CH:37][CH:38]=1)[C@H:10]1[CH2:14][CH2:13][C@@H:12]([CH2:15][C:16]2[CH:21]=[CH:20][C:19]([C:22]([O:24][CH3:25])=[O:23])=[CH:18][CH:17]=2)[N:11]1[C:26]([O:28][C:29]([CH3:32])([CH3:31])[CH3:30])=[O:27])([C:4]([CH3:7])([CH3:6])[CH3:5])([CH3:3])[CH3:2].[C:40]([NH2:44])([CH3:43])([CH3:42])[CH3:41].C1(C)C=CC(S(OS(C2C=CC(C)=CC=2)(=O)=O)(=O)=O)=CC=1>FC(F)(F)C1C=CC=CC=1.CCOC(C)=O>[C:40]([NH:44][C:36]1[N:35]=[CH:34][C:33]([C@@H:9]([O:8][Si:1]([C:4]([CH3:7])([CH3:6])[CH3:5])([CH3:3])[CH3:2])[C@H:10]2[CH2:14][CH2:13][C@@H:12]([CH2:15][C:16]3[CH:21]=[CH:20][C:19]([C:22]([O:24][CH3:25])=[O:23])=[CH:18][CH:17]=3)[N:11]2[C:26]([O:28][C:29]([CH3:32])([CH3:31])[CH3:30])=[O:27])=[CH:38][CH:37]=1)([CH3:43])([CH3:42])[CH3:41]. Procedure: A solution of tert-butyl (2R,5S)-2-[(R)-{[tert-butyl(dimethyl)silyl]oxy}(1-oxidopyridin-3-yl)methyl]-5-[4-(methoxycarbonyl)benzyl]pyrrolidine-1-carboxylate (0.049 g, 0.087 mmol) in trifluorotoluene (2 mL) was cooled to 0° C. Tert-butylamine (0.046 mL, 0.44 mmol) was added, followed by p-toluenesulfonic anhydride (0.057 g, 0.18 mmol). After 1 hour, the reaction was diluted with EtOAc (50 mL) and washed with water (15 mL) and brine (15 mL). The organic layer was dried over Na2SO4, filtered, and co...